Dataset: the Open Reaction Database (ORD), a public repository of structured organic reaction records. Task: describe an organic reaction: reactants, conditions, products, and yield Starting materials: BrC1=C(C=CC2=C1C(=N[C@H](C(N2C)=O)C)C2=C(C=CC=C2)Cl)NC(=O)NCC2OC(OC2)(C)C (1-[(S)-6-bromo-5-(o-chlorophenyl)-2,3-dihydro-1,3-dimethyl-2-oxo-1H-1,4-benzodiazepin-7-yl]-3-[(2,2-dimethyl-1,3-dioxolan-4-yl)methyl]urea), Cl (hydrochloric acid). Solvent: C(C)O (ethanol). Yields the product BrC1=C(C=CC2=C1C(=N[C@H](C(N2C)=O)C)C2=C(C=CC=C2)Cl)NC(=O)NCC(CO)O (1-[(S)-6-bromo-5-(o-chlorophenyl)-2,3-dihydro-1,3-dimethyl-2-oxo-1H-1,4-benzodiazepin-7-yl]-3-(2,3-dihydroxypropyl)urea). Reaction SMILES: [Br:1][C:2]1[C:7]2[C:8]([C:16]3[CH:21]=[CH:20][CH:19]=[CH:18][C:17]=3[Cl:22])=[N:9][C@@H:10]([CH3:15])[C:11](=[O:14])[N:12]([CH3:13])[C:6]=2[CH:5]=[CH:4][C:3]=1[NH:23][C:24]([NH:26][CH2:27][CH:28]1[CH2:32][O:31]C(C)(C)[O:29]1)=[O:25].Cl>C(O)C>[Br:1][C:2]1[C:7]2[C:8]([C:16]3[CH:21]=[CH:20][CH:19]=[CH:18][C:17]=3[Cl:22])=[N:9][C@@H:10]([CH3:15])[C:11](=[O:14])[N:12]([CH3:13])[C:6]=2[CH:5]=[CH:4][C:3]=1[NH:23][C:24]([NH:26][CH2:27][CH:28]([OH:29])[CH2:32][OH:31])=[O:25]. Procedure details: A solution of 1-[(S)-6-bromo-5-(o-chlorophenyl)-2,3-dihydro-1,3-dimethyl-2-oxo-1H-1,4-benzodiazepin-7-yl]-3-[(2,2-dimethyl-1,3-dioxolan-4-yl)methyl]urea in ethanol is stirred at room temperature for 5 hours with 1N hydrochloric acid. The mixture is extracted with ethyl acetate, washed with water, dried over sodium sulphate and evaporated. The residue is chromatographed on silica gel while eluting with ethyl acetate/methanol (95:5). After recrystallization from methanol/ether, there is obtained 1... RXN SMILES: [C:1]([CH2:2][CH2:3][CH3:4])(=[O:5])[c:6]1[cH:7][n:8][c:9]2[c:10]([CH3:17])[cH:11][cH:12][cH:13][c:14]2[c:15]1[Cl:16].[CH3:18][O:19][c:20]1[c:21]([NH2:22])[cH:23][cH:24][cH:25][cH:26]1.[O:27]1[CH2:28][CH2:29][CH2:30][CH2:31]1>>[C:1]([CH2:2][CH2:3][CH3:4])(=[O:5])[c:6]1[cH:7][n:8][c:9]2[c:10]([CH3:17])[cH:11][cH:12][cH:13][c:14]2[c:15]1[NH:22][c:21]1[c:20]([O:19][CH3:18])[cH:26][cH:25][cH:24][cH:23]1. Product: CCCC(=O)c1cnc2c(C)cccc2c1Nc1ccccc1OC. Reactants: CCCC(=O)c1cnc2c(C)cccc2c1Cl, COc1ccccc1N, C1CCOC1. The reactants are BrC1=C(C(=CC=2N(C3=CC=C(C=C3SC12)OC)C(=O)OC(C)Cl)OC)O (4-bromo-10-(1-chloroethoxycarbonyl)-2,7-dimethoxy-3-hydroxy-10H-phenothiazine), mercuric acetate, C(C)(=O)O (acetic acid). Run in C(C)(=O)OCC (ethyl acetate). Yields the product C(C)(=O)OC(C)OC(=O)N1C2=CC=C(C=C2SC=2C(=C(C(=CC12)OC)O)Br)OC (10-(1-acetoxyethoxycarbonyl)-4-bromo-2,7-dimethoxy-3-hydroxy-10H-phenothiazine). As a reaction SMILES: [Br:1][C:2]1[C:15]2[S:14][C:13]3[C:8](=[CH:9][CH:10]=[C:11]([O:16][CH3:17])[CH:12]=3)[N:7]([C:18]([O:20][CH:21](Cl)[CH3:22])=[O:19])[C:6]=2[CH:5]=[C:4]([O:24][CH3:25])[C:3]=1[OH:26].[C:27]([OH:30])(=[O:29])[CH3:28]>C(OCC)(=O)C>[C:27]([O:30][CH:21]([O:20][C:18]([N:7]1[C:6]2[CH:5]=[C:4]([O:24][CH3:25])[C:3]([OH:26])=[C:2]([Br:1])[C:15]=2[S:14][C:13]2[C:8]1=[CH:9][CH:10]=[C:11]([O:16][CH3:17])[CH:12]=2)=[O:19])[CH3:22])(=[O:29])[CH3:28]. Procedure details: A mixture of 4-bromo-10-(1-chloroethoxycarbonyl)-2,7-dimethoxy-3-hydroxy-10H-phenothiazine (1g) and mercuric acetate (1.46g) in glacial acetic acid (30 ml) was stirred and heated at 85° for 10 minutes. After cooling the mixture was diluted with ethyl acetate, washed with water, aqueous NaHCO3 solution, and brine, dried and evaporated. Flash chromatography on a column of silica gel, eluting with a 1:3 mixture of ethyl acetate and hexane, afforded the pure title product (599 mg) m.p.: 162°-164° C. Reactants: C(C)OC(=C)C1=C(C(=O)OCC)C=CC=N1 (ethyl 2-(1-ethoxyvinyl)nicotinate), Cl (hydrochloric acid). The solvent is CC(=O)C (acetone). Reaction conditions: time 8 hour. Yields the product C(C)(=O)C1=C(C(=O)OCC)C=CC=N1 (ethyl 2-acetylnicotinate). The yield is 63.6%. Reaction SMILES: C([O:3][C:4]([C:6]1[N:16]=[CH:15][CH:14]=[CH:13][C:7]=1[C:8]([O:10][CH2:11][CH3:12])=[O:9])=[CH2:5])C.Cl>CC(C)=O>[C:4]([C:6]1[N:16]=[CH:15][CH:14]=[CH:13][C:7]=1[C:8]([O:10][CH2:11][CH3:12])=[O:9])(=[O:3])[CH3:5]. Procedure: To a mixture of ethyl 2-(1-ethoxyvinyl)nicotinate (27 g) and acetone (300 mL) was added 2M hydrochloric acid (370 mL), and the mixture was stirred overnight at room temperature. The solvent was evaporated under reduced pressure, to the residue were added ethyl acetate and saturated aqueous sodium hydrogen carbonate solution, and the mixture was extracted with ethyl acetate. The extract was washed with saturated brine, and dried over anhydrous sodium sulfate. The solvent was evaporated under redu... Reactants: BrC=1C=CC=2N(S(CC(C2N1)=O)(=O)=O)C (6-bromo-1-methyl-2,2-dioxo-pyrido[3,2-c]thiazin-4-one), C(=O)([O-])[O-].[K+].[K+] (K2CO3), CN(C)C=O (DMF). Conditions: temperature 60 celsius. Product: BrC=1C=CC=2N(S(C(C(C2N1)=O)(C)C)(=O)=O)C (6-bromo-1,3,3-trimethyl-2,2-dioxo-pyrido[3,2-c]thiazin-4-one). Reaction SMILES: [Br:1][C:2]1[CH:3]=[CH:4][C:5]2[N:6]([CH3:15])[S:7](=[O:14])(=[O:13])[CH2:8][C:9](=O)[C:10]=2[N:11]=1.[C:16]([O-:19])([O-])=O.[K+].[K+].[CH3:22]N(C=O)C>>[Br:1][C:2]1[CH:3]=[CH:4][C:5]2[N:6]([CH3:15])[S:7](=[O:13])(=[O:14])[C:8]([CH3:9])([CH3:22])[C:16](=[O:19])[C:10]=2[N:11]=1 |f:1.2.3|. Procedure: To a solution of 6-bromo-1-methyl-2,2-dioxo-pyrido[3,2-c]thiazin-4-one (456 mg, 1.56 mmol) in DMF (3 ml) was added K2CO3 (2.16 g, 15.6 mmol) followed by Mel (0.29 ml, 4.7 mmol) at ambient temperature. The suspension was heated to 60° C. for 1.5 h then cooled to ambient temperature, filtered, washed with ethyl acetate and concentrated under reduced pressure. Purification by flash chromatography eluting with ethyl acetate/heptane, gradient, afforded 6-bromo-1,3,3-trimethyl-2,2-dioxo-pyrido[3,2-c]t...